Dataset: the Open Reaction Database (ORD), a public repository of structured organic reaction records. Task: describe an organic reaction: reactants, conditions, products, and yield Reactants: C(C)(C)(C)OC(=O)N(CCCNC1=C2C=CN=CC2=CC=C1)C (N-(tert-butoxycarbonyl)-N-methyl-N′-(5-isoquinolyl)-1,3-propylenediamine), Cl.CO (hydrogen chloride methanol). Yields the product Cl.C1=NC=CC2=C(C=CC=C12)NCCCNC (N-(5-isoquinolyl)-N′-methyl-1,3-propylenediamine hydrochloride). As a reaction SMILES: C(O[C:6]([N:8](C)[CH2:9][CH2:10][CH2:11][NH:12][C:13]1[CH:22]=[CH:21][CH:20]=[C:19]2[C:14]=1[CH:15]=[CH:16][N:17]=[CH:18]2)=O)(C)(C)C.[ClH:24].CO>>[ClH:24].[CH:18]1[C:19]2[C:14](=[C:13]([NH:12][CH2:11][CH2:10][CH2:9][NH:8][CH3:6])[CH:22]=[CH:21][CH:20]=2)[CH:15]=[CH:16][N:17]=1 |f:1.2,3.4|. Reported procedure: According to the method of Example 1, Step C, deprotection was performed (room temperature, 31 hours) by using Intermediate 29 (325 mg) and 10% hydrogen chloride/methanol solution (5 ml). The solvent was evaporated under reduced pressure, and the residue was added with methanol (1 ml) and diethyl ether (3 ml). The deposited precipitates were collected by filtration and washed with diethyl ether to obtain the title compound (273 mg) as light yellow powdery solid. Reactants: N[C@@H](CC(C)C)C(=O)N[C@@H](C)C(=O)N[C@@H](CC(C)C)C(=O)N[C@@H](C)C(=O)O (LALA), N[C@@H](CC(C)C)C(=O)N[C@@H](C)C(=O)N[C@@H](CC(C)C)C(=O)N[C@@H](C)C(=O)O (Leu-Ala-Leu-Ala), C1(CCCCC1)N=C=NC1CCCCC1 (dicyclohexylcarbodiimide), solution, C1=CC(=CC=C1C(=O)N[C@@H](CCC(=O)O)C(=O)O)NCC=2C=NC3=C(N2)C(=NC(=N3)N)N (aminopterin), solid, N[C@@H](CC(C)C)C(=O)N[C@@H](C)C(=O)N[C@@H](CC(C)C)C(=O)N[C@@H](C)C(=O)O (L-Leu-L-Ala-L-Leu-L-Ala). RXN SMILES: N[C@H](C(N[C@H](C(N[C@H]([C:20]([NH:22][C@H](C(O)=O)C)=[O:21])CC(C)C)=O)C)=O)CC(C)C.[CH:28]1[C:33]([C:34]([NH:36][C@H:37]([C:43]([OH:45])=[O:44])[CH2:38][CH2:39][C:40]([OH:42])=[O:41])=[O:35])=[CH:32][CH:31]=[C:30]([NH:46][CH2:47][C:48]2[CH:49]=[N:50][C:51]3[N:57]=[C:56]([NH2:58])[N:55]=[C:54]([NH2:59])[C:52]=3[N:53]=2)[CH:29]=1.C1([N:66]=C=NC2CCCCC2)CCCCC1>CN(C)C=O>[CH:32]1[C:33]([C:34]([NH:36][C@H:37]([C:43]([OH:45])=[O:44])[CH2:38][CH2:39][C:40]([OH:42])=[O:41])=[O:35])=[CH:28][CH:29]=[C:30]([NH:46][CH2:47][C:48]2[CH:49]=[N:50][C:51]3[N:57]=[C:56]([NH2:58])[N:55]=[C:54]([NH2:59])[C:52]=3[N:53]=2)[CH:31]=1.[NH2:66][C:20]([NH2:22])=[O:21]. Product: N-hydroxysuccinimide ester, C1=CC(=CC=C1C(=O)N[C@@H](CCC(=O)O)C(=O)O)NCC=2C=NC3=C(N2)C(=NC(=N3)N)N (aminopterin), NC(=O)N (urea). The solvent is CN(C=O)C (dimethylformamide), CN(C=O)C (dimethylformamide). Reported procedure: Conjugation Via Leu-Ala-Leu-Ala Spacer: The N-hydroxysuccinimide ester of aminopterin was prepared as above. To 10.2 ml of a 23 mM solution of the aminopterin derivative (0.236 mmol) in dimethylformamide were added 104 mg (0.236 mmol) of solid L-Leu-L-Ala-L-Leu-L-Ala (LALA). The mixture was stirred overnight at 50° C. during which time the solid LALA dissolved. To the reaction mixture was added 48.7 mg (0.236 mmol) of dicyclohexylcarbodiimide in 0.58 ml of dimethylformamide. Copious quantities o...